Dataset: the Open Reaction Database (ORD), a public repository of structured organic reaction records. Task: describe an organic reaction: reactants, conditions, products, and yield The reactants are CO, O=C(OCc1ccccc1)N1CCC2(CC1)CCN(C1CCCCC1)C2=O, [H][H]. Yields the product O=C1N(C2CCCCC2)CCC12CCNCC2. Reaction SMILES: [CH3:30][OH:31].[CH:1]1([N:7]2[C:8](=[O:27])[C:9]3([CH2:10][CH2:11]2)[CH2:12][CH2:13][N:14]([C:17]([O:18][CH2:19][c:20]2[cH:21][cH:22][cH:23][cH:24][cH:25]2)=[O:26])[CH2:15][CH2:16]3)[CH2:2][CH2:3][CH2:4][CH2:5][CH2:6]1.[H:28][H:29]>>[CH:1]1([N:7]2[C:8](=[O:27])[C:9]3([CH2:10][CH2:11]2)[CH2:12][CH2:13][NH:14][CH2:15][CH2:16]3)[CH2:2][CH2:3][CH2:4][CH2:5][CH2:6]1. Reactants: BrC=1C(=NC=CC1)CC1(C(N(C2=CC=C(C=C12)C)CCC(C)C)=O)O (3-((3-bromopyridin-2-yl)methyl)-3-hydroxy-1-isopentyl-5-methylindolin-2-one), ClC=1C=C2C(C(N(C2=CC1)CCC1=CC=CC=C1)=O)=O (5-chloro-1-phenethylindoline-2,3-dione), COC=1C(=NC=CC1)C (3-methoxy-2-methylpyridine). Procedure: This compound was prepared in an analogous manner to 3-((3-bromopyridin-2-yl)methyl)-3-hydroxy-1-isopentyl-5-methylindolin-2-one using 5-chloro-1-phenethylindoline-2,3-dione and 3-methoxy-2-methylpyridine. 1H-NMR δ 8.21 (dd, 1H), 7.33-7.17 (m, 8H), 6.95 (d, 1H), 6.62 (d, 1H), 5.5 (bs, OH), 3.98 (m, 1H), 3.86 (m, 1H), 3.78 (s, 3H), 3.37 (d, 1H), 3.09 (d, 1H), 2.96 (t, 2H). Yields the product ClC=1C=C2C(C(N(C2=CC1)CCC1=CC=CC=C1)=O)(CC1=NC=CC=C1OC)O (5-chloro-3-hydroxy-3-((3-methoxypyridin-2-yl)methyl)-1-phenethylindolin-2-one). As a reaction SMILES: BrC1C(CC2(O)C3C(=CC=C(C)C=3)N(CCC(C)C)C2=O)=NC=CC=1.[Cl:26][C:27]1[CH:28]=[C:29]2[C:33](=[CH:34][CH:35]=1)[N:32]([CH2:36][CH2:37][C:38]1[CH:43]=[CH:42][CH:41]=[CH:40][CH:39]=1)[C:31](=[O:44])[C:30]2=[O:45].[CH3:46][O:47][C:48]1[C:49]([CH3:54])=[N:50][CH:51]=[CH:52][CH:53]=1>>[Cl:26][C:27]1[CH:28]=[C:29]2[C:33](=[CH:34][CH:35]=1)[N:32]([CH2:36][CH2:37][C:38]1[CH:43]=[CH:42][CH:41]=[CH:40][CH:39]=1)[C:31](=[O:44])[C:30]2([OH:45])[CH2:54][C:49]1[C:48]([O:47][CH3:46])=[CH:53][CH:52]=[CH:51][N:50]=1. The reactants are NC1=CC=CC(=N1)C1=C(NC(C(=C1)CC)=O)C (6-Amino-5′-ethyl-2′-methyl-1′H-[2,3′]bipyridinyl-6′-one), C1(=CC=CC=C1)S(=O)(=O)Cl (benzene sulfonyl chloride). The solvent is N1=CC=CC=C1 (pyridine). Conditions: time 36 hour. The product is C(C)C1=CC(=C(NC1=O)C)C1=NC(=CC=C1)NS(=O)(=O)C1=CC=CC=C1 (N-(5′-Ethyl-2′-methyl-6′-oxo-1′,6′-dihydro-[2,3′]bipyridinyl-6-yl)-benzenesulfonamide). As a reaction SMILES: [NH2:1][C:2]1[N:7]=[C:6]([C:8]2[CH:13]=[C:12]([CH2:14][CH3:15])[C:11](=[O:16])[NH:10][C:9]=2[CH3:17])[CH:5]=[CH:4][CH:3]=1.[C:18]1([S:24](Cl)(=[O:26])=[O:25])[CH:23]=[CH:22][CH:21]=[CH:20][CH:19]=1>N1C=CC=CC=1>[CH2:14]([C:12]1[C:11](=[O:16])[NH:10][C:9]([CH3:17])=[C:8]([C:6]2[CH:5]=[CH:4][CH:3]=[C:2]([NH:1][S:24]([C:18]3[CH:23]=[CH:22][CH:21]=[CH:20][CH:19]=3)(=[O:26])=[O:25])[N:7]=2)[CH:13]=1)[CH3:15]. Procedure: 6-Amino-5′-ethyl-2′-methyl-1′H-[2,3′]bipyridinyl-6′-one (1 molar equivalent), prepared in accordance with the procedures of PREPARATION 12, is dissolved in pyridine (approx. 10 ml/mmol) and, at room temperature, 1.3 molar equivalent of benzene sulfonyl chloride is added, and the reaction mixture is stirred at room temperature for 36 hrs. The solution is completely concentrated and then purified directly by RP-HPLC. MS: m/e=370 (M+H). Starting materials: C(CC=1C(C(=O)OC)=CC=CC1)(=O)OC (dimethyl homophthalate), FC(C(=O)C1=CC=CC=C1)(F)F (2,2,2-trifluoroacetophenone). The product is FC(C=1C2=CC=CC=C2C=2C=CC=C3C2C1C(=O)OC3=O)(F)F (9-(Trifluoromethyl)phenanthrene-1,10-dicarboxylic Anhydride). As a reaction SMILES: [C:1]([O:14]C)(=[O:13])[CH2:2][C:3]1[C:4](=[CH:9][CH:10]=[CH:11][CH:12]=1)[C:5]([O:7]C)=O.[F:16][C:17]([F:27])([F:26])[C:18]([C:20]1[CH:25]=[CH:24][CH:23]=[CH:22][CH:21]=1)=O>>[F:16][C:17]([F:27])([F:26])[C:18]1[C:20]2[C:25]([C:12]3[CH:11]=[CH:10][CH:9]=[C:4]4[C:5](=[O:7])[O:14][C:1](=[O:13])[C:2]=1[C:3]=34)=[CH:24][CH:23]=[CH:22][CH:21]=2. Reported procedure: As described in example 14, the following compounds were prepared from dimethyl homophthalate and 2,2,2-trifluoroacetophenone: Starting materials: CS(=O)(=O)O (methanesulfonic acid), C1(CC1)NC(C1=CC(=C(C=C1)C)N1C=NC2=CC=C(C=C2C1=O)SCCN(C)C)=O (N-cyclopropyl-3-[6-{[2-(dimethylamino)ethyl]thio}-4-oxoquinazolin-3(4H)-yl]-4-methylbenzamide). The solvent is C(C)(=O)OCC (ethyl acetate). Yields the product CS(=O)(=O)O.C1(CC1)NC(C1=CC(=C(C=C1)C)N1C=NC2=CC=C(C=C2C1=O)SCCN(C)C)=O (N-Cyclopropyl-3-[6-{[2-(dimethylamino)ethyl]thio}-4-oxoquinazolin-3(4H)-yl]-4-methylbenzamide methanesulfonate salt). Reaction SMILES: [CH3:1][S:2]([OH:5])(=[O:4])=[O:3].[CH:6]1([NH:9][C:10](=[O:35])[C:11]2[CH:16]=[CH:15][C:14]([CH3:17])=[C:13]([N:18]3[C:27](=[O:28])[C:26]4[C:21](=[CH:22][CH:23]=[C:24]([S:29][CH2:30][CH2:31][N:32]([CH3:34])[CH3:33])[CH:25]=4)[N:20]=[CH:19]3)[CH:12]=2)[CH2:8][CH2:7]1>C(OCC)(=O)C>[CH3:1][S:2]([OH:5])(=[O:4])=[O:3].[CH:6]1([NH:9][C:10](=[O:35])[C:11]2[CH:16]=[CH:15][C:14]([CH3:17])=[C:13]([N:18]3[C:27](=[O:28])[C:26]4[C:21](=[CH:22][CH:23]=[C:24]([S:29][CH2:30][CH2:31][N:32]([CH3:34])[CH3:33])[CH:25]=4)[N:20]=[CH:19]3)[CH:12]=2)[CH2:8][CH2:7]1 |f:3.4|. Reported procedure: Using an analogous procedure to that described in Example 45, 1N methanesulfonic acid in ethyl acetate was reacted with N-cyclopropyl-3-[6-{[2-(dimethylamino)ethyl]thio}-4-oxoquinazolin-3(4H)-yl]-4-methylbenzamide to gave the title compound; NMR Spectrum: (DMSOd6) 0.56 (m, 2H), 0.70 (m, 2H), 2.15 (s, 3H), 2.33 (s, 3H), 2.85 (m, 7H), 3.32 (m, 2H), 3.45 (m, 2H), 7.53 (d, 1H), 7.79 (d, 1H), 7.83 (s, 1H), 7.90-7.97 (m, 2H), 8.17 (s, 1H), 8.32 (s, 1H), 8.47 (d, 1H), 9.50 (br s, 1H). Starting materials: N1(CCCCC1)CC1=CC(=NC=C1)OC\C=C/CN (4-(4-piperidinomethyl-2-pyridyloxy) -cis-2-butenylamine), CC1=CC=C(S1)C(=O)O (5-methyl-2-thiophenecarboxylic acid). The product is CC1=CC=C(S1)C(=O)NC\C=C/COC1=NC=CC(=C1)CN1CCCCC1 (5-Methyl-N-[4-(4-piperidinomethyl-2-pyridyloxy) -cis-2-butenyl]thiophene-2-carboxamide). RXN SMILES: [N:1]1([CH2:7][C:8]2[CH:13]=[CH:12][N:11]=[C:10]([O:14][CH2:15]/[CH:16]=[CH:17]\[CH2:18][NH2:19])[CH:9]=2)[CH2:6][CH2:5][CH2:4][CH2:3][CH2:2]1.[CH3:20][C:21]1[S:25][C:24]([C:26](O)=[O:27])=[CH:23][CH:22]=1>>[CH3:20][C:21]1[S:25][C:24]([C:26]([NH:19][CH2:18]/[CH:17]=[CH:16]\[CH2:15][O:14][C:10]2[CH:9]=[C:8]([CH2:7][N:1]3[CH2:6][CH2:5][CH2:4][CH2:3][CH2:2]3)[CH:13]=[CH:12][N:11]=2)=[O:27])=[CH:23][CH:22]=1. Procedure details: Following a procedure similar to that described in Example 13, but using 4-(4-piperidinomethyl-2-pyridyloxy) -cis-2-butenylamine and 5-methyl-2-thiophenecarboxylic acid as starting materials, in relative proportions similar to those used in that Example, the title compound, melting at 71°-73° C., was obtained in a yield. Yields the product c1cc2cc(CN3CCOCC3)ccc2s1. RXN SMILES: [Br:1][CH2:2][c:3]1[cH:4][cH:5][c:6]2[c:7]([cH:8][cH:9][s:10]2)[cH:11]1.[CH2:12]1[CH2:13][O:14][CH2:15][CH2:16][NH:17]1.[CH3:29][S:30]([CH3:31])=[O:32].[CH:18]([N:19]([CH:20]([CH3:21])[CH3:22])[CH2:23][CH3:24])([CH3:25])[CH3:26].[Na+:28].[OH-:27].[OH2:33]>>[CH2:2]([c:3]1[cH:4][cH:5][c:6]2[c:7]([cH:8][cH:9][s:10]2)[cH:11]1)[N:17]1[CH2:12][CH2:13][O:14][CH2:15][CH2:16]1. Reactants: BrCc1ccc2sccc2c1, C1COCCN1, CS(C)=O, CCN(C(C)C)C(C)C, [Na+], [OH-], O.